Dataset: the Open Reaction Database (ORD), a public repository of structured organic reaction records. Task: describe an organic reaction: reactants, conditions, products, and yield Reactants: C(C)(=O)OCC([C@]1([C@H](C[C@H]2[C@@H]3C[C@@H](C4=CC(CC[C@]4(C)C3=CC[C@]12C)=O)C)C)O)=O (21-acetoxy-17α-hydroxy-6α,16β-dimethyl-4,9(11)-pregnadiene-3,20-dione), ClC1=C(C(C(=C(C1=O)C#N)C#N)=O)Cl (dichlorodicyanobenzoquinone). Solvent: O1CCOCC1 (dioxane). Yields the product C(C)(=O)OCC([C@]1([C@H](C[C@H]2[C@@H]3C[C@@H](C4=CC(C=C[C@]4(C)C3=CC[C@]12C)=O)C)C)O)=O (21-acetoxy-17α-hydroxy-6α,16β-dimethyl-1,4,9(11)-pregnatriene-3,20-dione). The yield is 40.2%. RXN SMILES: [C:1]([O:4][CH2:5][C:6](=[O:30])[C@:7]1([OH:29])[C@:24]2([CH3:25])[C@H:10]([C@H:11]3[C:21](=[CH:22][CH2:23]2)[C@:19]2([CH3:20])[C:14](=[CH:15][C:16](=[O:26])[CH2:17][CH2:18]2)[C@@H:13]([CH3:27])[CH2:12]3)[CH2:9][C@@H:8]1[CH3:28])(=[O:3])[CH3:2].ClC1C(=O)C(C#N)=C(C#N)C(=O)C=1Cl>O1CCOCC1>[C:1]([O:4][CH2:5][C:6](=[O:30])[C@:7]1([OH:29])[C@:24]2([CH3:25])[C@H:10]([C@H:11]3[C:21](=[CH:22][CH2:23]2)[C@:19]2([CH3:20])[C:14](=[CH:15][C:16](=[O:26])[CH:17]=[CH:18]2)[C@@H:13]([CH3:27])[CH2:12]3)[CH2:9][C@@H:8]1[CH3:28])(=[O:3])[CH3:2]. Procedure: A solution of 30.0 g of 21-acetoxy-17α-hydroxy-6α,16β-dimethyl-4,9(11)-pregnadiene-3,20-dione in 800 ml of dioxane is reacted with 30.0 g of dichlorodicyanobenzoquinone analogously to Example 6(A), worked up and purified, yielding 12.0 g of 21-acetoxy-17α-hydroxy-6α,16β-dimethyl-1,4,9(11)-pregnatriene-3,20-dione, mp 215°-216° C. Starting materials: FC(C(=O)C1=CC=C(S1)C(=O)OCC)(F)F (Ethyl 5-(trifluoroacetyl)thiophene-2-carboxylate), [Li+].[OH-] (LiOH). Solvent: CO.O (MeOH H2O). Product: FC(C(=O)C1=CC=C(S1)C(=O)O)(F)F (5-(Trifluoroacetyl)thiophene-2-carboxylic acid). As a reaction SMILES: [F:1][C:2]([F:16])([F:15])[C:3]([C:5]1[S:9][C:8]([C:10]([O:12]CC)=[O:11])=[CH:7][CH:6]=1)=[O:4].[Li+].[OH-]>CO.O>[F:16][C:2]([F:1])([F:15])[C:3]([C:5]1[S:9][C:8]([C:10]([OH:12])=[O:11])=[CH:7][CH:6]=1)=[O:4] |f:1.2,3.4|. Procedure: Ethyl 5-(trifluoroacetyl)thiophene-2-carboxylate was hydrolysed with LiOH (2.1 eq.) in MeOH/H2O (1:1) at RT for 48 h. The mixture was concentrated under reduced pressure and extracted with EtOAc. The organic phase was washed with brine, dried (Na2SO4) and concentrated under reduced pressure to give the title compound as white solid. MS (ES) C7H3F3O3S requires: 224, found: 243 (M+H2O+H)+. The reactants are COC([C@@H](NC(=O)C1=C(C=C(C=C1)C(=O)NC1=CC(=CC=C1)O)Cl)CC1=CC=C(C=C1)NC(=O)C1=C(C=CC=C1Cl)Cl)=O (N-[[2-chloro-4-[[(3-hydroxyphenyl)amino]carbonyl]phenyl]carbonyl]-4-[[(2,6-dichlorophenyl)carbonyl]amino]-L-phenylalanine methyl ester), [OH-].[Li+] (lithium hydroxide). Run in CO (methanol), O1CCCC1 (tetrahydrofuran). Run at time 90 minute. Yields the product ClC1=C(C=CC(=C1)C(=O)NC1=CC(=CC=C1)O)C(=O)N[C@@H](CC1=CC=C(C=C1)NC(=O)C1=C(C=CC=C1Cl)Cl)C(=O)O (N-[[2-chloro-4-[[(3-hydroxyphenyl)amino]carbonyl]phenyl]carbonyl]-4-[[(2,6-dichlorophenyl)carbonyl]amino]-L-phenylalanine). The yield is 87.3%. Reaction SMILES: C[O:2][C:3](=[O:43])[C@H:4]([CH2:25][C:26]1[CH:31]=[CH:30][C:29]([NH:32][C:33]([C:35]2[C:40]([Cl:41])=[CH:39][CH:38]=[CH:37][C:36]=2[Cl:42])=[O:34])=[CH:28][CH:27]=1)[NH:5][C:6]([C:8]1[CH:13]=[CH:12][C:11]([C:14]([NH:16][C:17]2[CH:22]=[CH:21][CH:20]=[C:19]([OH:23])[CH:18]=2)=[O:15])=[CH:10][C:9]=1[Cl:24])=[O:7].[OH-].[Li+]>CO.O1CCCC1>[Cl:24][C:9]1[CH:10]=[C:11]([C:14]([NH:16][C:17]2[CH:22]=[CH:21][CH:20]=[C:19]([OH:23])[CH:18]=2)=[O:15])[CH:12]=[CH:13][C:8]=1[C:6]([NH:5][C@H:4]([C:3]([OH:43])=[O:2])[CH2:25][C:26]1[CH:27]=[CH:28][C:29]([NH:32][C:33]([C:35]2[C:36]([Cl:42])=[CH:37][CH:38]=[CH:39][C:40]=2[Cl:41])=[O:34])=[CH:30][CH:31]=1)=[O:7] |f:1.2|. Reported procedure: A solution of N-[[2-chloro-4-[[(3-hydroxyphenyl)amino]carbonyl]phenyl]carbonyl]-4-[[(2,6-dichlorophenyl)carbonyl]amino]-L-phenylalanine methyl ester (35 mg; 0.053 mmol) in methanol (0.35 mL) and tetrahydrofuran (0.35 mL) was treated with an aqueous 1N lithium hydroxide solution (0.16 mL) and the mixture was stirred at room temperature under argon for 90 minutes. The solution was concentrated under reduced pressure, then was diluted with water (5 mL) and extracted with diethyl ether (2×5 mL). The...